Dataset: the Open Reaction Database (ORD), a public repository of structured organic reaction records. Task: describe an organic reaction: reactants, conditions, products, and yield Reactants: [OH-].[Na+] (sodium hydroxide), [Si](C1=CC=CC=C1)(C1=CC=CC=C1)(C(C)(C)C)OCCC(C(=O)OCC1=CC=CC=C1)N1C(C=C(C(=C1)OC)C1=C(C=CC(=C1)Cl)C#N)=O (benzyl 4-{[tert-butyl(diphenyl)silyl]oxy}-2-[4-(5-chloro-2-cyanophenyl)-5-methoxy-2-oxopyridin-1(2H)-yl]butanoate), Cl (hydrochloric acid). Run in O1CCCC1 (tetrahydrofuran). Reaction conditions: time 1 hour. Yields the product [Si](C1=CC=CC=C1)(C1=CC=CC=C1)(C(C)(C)C)OCCC(C(=O)O)N1C(C=C(C(=C1)OC)C1=C(C=CC(=C1)Cl)C#N)=O (4-{[tert-Butyl(diphenyl)silyl]oxy}-2-[4-(5-chloro-2-cyanophenyl)-5-methoxy-2-oxopyridin-1(2H)-yl]butanoic acid). As a reaction SMILES: [Si:1]([O:18][CH2:19][CH2:20][CH:21]([N:32]1[CH:37]=[C:36]([O:38][CH3:39])[C:35]([C:40]2[CH:45]=[C:44]([Cl:46])[CH:43]=[CH:42][C:41]=2[C:47]#[N:48])=[CH:34][C:33]1=[O:49])[C:22]([O:24]CC1C=CC=CC=1)=[O:23])([C:14]([CH3:17])([CH3:16])[CH3:15])([C:8]1[CH:13]=[CH:12][CH:11]=[CH:10][CH:9]=1)[C:2]1[CH:7]=[CH:6][CH:5]=[CH:4][CH:3]=1.[OH-].[Na+].Cl>O1CCCC1>[Si:1]([O:18][CH2:19][CH2:20][CH:21]([N:32]1[CH:37]=[C:36]([O:38][CH3:39])[C:35]([C:40]2[CH:45]=[C:44]([Cl:46])[CH:43]=[CH:42][C:41]=2[C:47]#[N:48])=[CH:34][C:33]1=[O:49])[C:22]([OH:24])=[O:23])([C:14]([CH3:15])([CH3:16])[CH3:17])([C:8]1[CH:9]=[CH:10][CH:11]=[CH:12][CH:13]=1)[C:2]1[CH:3]=[CH:4][CH:5]=[CH:6][CH:7]=1 |f:1.2|. Reported procedure: 605 mg (875 μmol) of benzyl 4-{[tert-butyl(diphenyl)silyl]oxy}-2-[4-(5-chloro-2-cyanophenyl)-5-methoxy-2-oxopyridin-1(2H)-yl]butanoate (racemate) were dissolved in 6 ml of tetrahydrofuran, and 2.2 ml (2.2 mmol, 2.5 eq.) of aqueous sodium hydroxide solution (1.0M) were added. The mixture was stirred at RT for another 1 h and then neutralized with aqueous hydrochloric acid (1N). The phases were separated and the aqueous phase was extracted twice with 25 ml of ethyl acetate. The combined organic ph... Starting materials: ClC=1C=C(C=CC1)[C@H]1C[C@](C(N([C@@H]1C1=CC=C(C=C1)Cl)[C@H](C=O)CC)=O)(C)CC(=O)O (2-((3R,5R,6S)-5-(3-chlorophenyl)-6-(4-chlorophenyl)-3-methyl-2-oxo-1-((S)-1-oxobutan-2-yl)piperidin-3-yl)acetic acid), Cl.CC1(NCCOC1)C (3,3-dimethylmorpholine hydrochloride), C(C)(=O)O[BH-](OC(C)=O)OC(C)=O.[Na+] (sodium triacetoxyborohydride). Run in [NH4+].[Cl-] (NH4Cl), ClCCCl (DCE). Run at time 8 hour. Product: ClC=1C=C(C=CC1)[C@H]1C[C@](C(N([C@@H]1C1=CC=C(C=C1)Cl)[C@H](CN1C(COCC1)(C)C)CC)=O)(C)CC(=O)O (2-((3R,5R,6S)-5-(3-chlorophenyl)-6-(4-chlorophenyl)-1-((S)-1-(3,3-dimethylmorpholino)butan-2-yl)-3-methyl-2-oxopiperidin-3-yl)acetic acid). As a reaction SMILES: [Cl:1][C:2]1[CH:3]=[C:4]([C@@H:8]2[C@@H:13]([C:14]3[CH:19]=[CH:18][C:17]([Cl:20])=[CH:16][CH:15]=3)[N:12]([C@@H:21]([CH2:24][CH3:25])[CH:22]=O)[C:11](=[O:26])[C@:10]([CH2:28][C:29]([OH:31])=[O:30])([CH3:27])[CH2:9]2)[CH:5]=[CH:6][CH:7]=1.Cl.[CH3:33][C:34]1([CH3:40])[CH2:39][O:38][CH2:37][CH2:36][NH:35]1.C(O[BH-](OC(=O)C)OC(=O)C)(=O)C.[Na+]>ClCCCl.[NH4+].[Cl-]>[Cl:1][C:2]1[CH:3]=[C:4]([C@@H:8]2[C@@H:13]([C:14]3[CH:15]=[CH:16][C:17]([Cl:20])=[CH:18][CH:19]=3)[N:12]([C@@H:21]([CH2:24][CH3:25])[CH2:22][N:35]3[CH2:36][CH2:37][O:38][CH2:39][C:34]3([CH3:40])[CH3:33])[C:11](=[O:26])[C@:10]([CH2:28][C:29]([OH:31])=[O:30])([CH3:27])[CH2:9]2)[CH:5]=[CH:6][CH:7]=1 |f:1.2,3.4,6.7|. Procedure details: To a solution of 2-((3R,5R,6S)-5-(3-chlorophenyl)-6-(4-chlorophenyl)-3-methyl-2-oxo-1-((S)-1-oxobutan-2-yl)piperidin-3-yl)acetic acid (70 mg, 0.151 mmol; Example 210, Step A) in DCE (3 mL) was added 45.9 mg (0.303 mmol) of 3,3-dimethylmorpholine hydrochloride (Cottle, D.; Jeltsch, A.; Stoudt, T.; Walters, D. Journal of Organic Chemistry. 1946, 11(3), 286-91; Note: reference is for the free base) and sodium triacetoxyborohydride (64.2 mg, 0.303 mmol). After stirring overnight, the mixture was dil...